Dataset: the Open Reaction Database (ORD), a public repository of structured organic reaction records. Task: describe an organic reaction: reactants, conditions, products, and yield The reactants are S1C(=NC=C1)NC1=CC=C(C=C1)C(C(=O)OCC)C (ethyl 2-[4-(N-thiazol-2-ylamino)phenyl]propionate), CI (methyl iodide). Run in C(C)O (ethanol). The product is [I-].C[N+]1=C(SC=C1)NC1=CC=C(C=C1)C(C)C(=O)OCC (3-methyl-2-[4-(1-ethoxycarbonylethyl)anilino]thiazolium iodide). Yield: 84.0%. RXN SMILES: [S:1]1[CH:5]=[CH:4][N:3]=[C:2]1[NH:6][C:7]1[CH:12]=[CH:11][C:10]([CH:13]([CH3:19])[C:14]([O:16][CH2:17][CH3:18])=[O:15])=[CH:9][CH:8]=1.[CH3:20][I:21]>C(O)C>[I-:21].[CH3:20][N+:3]1[CH:4]=[CH:5][S:1][C:2]=1[NH:6][C:7]1[CH:8]=[CH:9][C:10]([CH:13]([C:14]([O:16][CH2:17][CH3:18])=[O:15])[CH3:19])=[CH:11][CH:12]=1 |f:3.4|. Procedure details: A mixture of ethyl 2-[4-(N-thiazol-2-ylamino)phenyl]propionate (6.3g), methyl iodide (30 ml) and ethanol (30 ml) is heated at 50°-55° C for 20 hours under nitrogen atmosphere. After evaporation of ethanol and methyl iodide, the resultant residue is washed with ether and ethyl acetate successively to give 3-methyl-2-[4-(1-ethoxycarbonylethyl)anilino]thiazolium iodide (8.0 g). (Yield 84 %). The reactants are CC(C)(C)OC(=O)N1CCCC1C(=O)O, CC(C)(C)NS(=O)(=O)c1ccccc1-c1ccc(N)c(F)c1, CCOCC, O=C(Cl)C(=O)Cl, ClCCl, c1ccncc1. Yields the product CC(C)(C)NS(=O)(=O)c1ccccc1-c1ccc(NC(=O)C2CCCN2C(=O)OC(C)(C)C)c(F)c1. RXN SMILES: [C:1]([CH3:2])([CH3:3])([CH3:4])[O:5][C:6](=[O:7])[N:8]1[CH:9]([C:13](=[O:14])[OH:15])[CH2:10][CH2:11][CH2:12]1.[C:28]([CH3:29])([CH3:30])([CH3:31])[NH:32][S:33](=[O:34])(=[O:35])[c:36]1[c:37](-[c:42]2[cH:43][c:44]([F:49])[c:45]([NH2:48])[cH:46][cH:47]2)[cH:38][cH:39][cH:40][cH:41]1.[CH3:50][CH2:51][O:52][CH2:53][CH3:54].[Cl:22][C:23]([C:24]([Cl:25])=[O:26])=[O:27].[Cl:55][CH2:56][Cl:57].[cH:16]1[cH:17][cH:18][n:19][cH:20][cH:21]1>>[C:1]([CH3:2])([CH3:3])([CH3:4])[O:5][C:6](=[O:7])[N:8]1[CH:9]([C:13](=[O:15])[NH:48][c:45]2[c:44]([F:49])[cH:43][c:42](-[c:37]3[c:36]([S:33]([NH:32][C:28]([CH3:29])([CH3:30])[CH3:31])(=[O:34])=[O:35])[cH:41][cH:40][cH:39][cH:38]3)[cH:47][cH:46]2)[CH2:10][CH2:11][CH2:12]1. The reactants are BrP(Br)(c1ccccc1)(c1ccccc1)c1ccccc1, CC#N, Nc1ncc2ncn(CCO)c2n1, [Na+], [OH-], O. Yields the product Nc1ncc2ncn(CCBr)c2n1. As a reaction SMILES: [Br:14][P:15]([Br:16])([c:17]1[cH:18][cH:19][cH:20][cH:21][cH:22]1)([c:23]1[cH:24][cH:25][cH:26][cH:27][cH:28]1)[c:29]1[cH:30][cH:31][cH:32][cH:33][cH:34]1.[CH3:38][C:39]#[N:40].[NH2:1][c:2]1[n:3][cH:4][c:5]2[n:6][cH:7][n:8]([CH2:11][CH2:12][OH:13])[c:9]2[n:10]1.[Na+:37].[OH-:36].[OH2:35]>>[NH2:1][c:2]1[n:3][cH:4][c:5]2[n:6][cH:7][n:8]([CH2:11][CH2:12][Br:14])[c:9]2[n:10]1. Reactants: 4-pyridyl-hydroxymethyldiphenylphosphonate, CCN(CC)C=1C=CC=CC1 (diethylaniline), P(=O)(Cl)(Cl)Cl (phosphorous oxychloride), CC(C)([O-])C.[K+] (Potassium t-butoxide), 4-pyridyl-chloromethyldiphenylphosphonate, FC1=CC=C(C=O)C=C1 (4-fluorobenzaldehyde). The solvent is C1CCOC1 (THF). Reaction conditions: time 16 hour. Yields the product N1=CC=C(C=C1)C#CC1=CC=C(C=C1)F (1-(4-pyridyl)-2-(4-fluorophenyl)ethyne). Reaction SMILES: CC[N:3]([C:6]1C=C[CH:9]=[CH:10][CH:11]=1)[CH2:4][CH3:5].P(Cl)(Cl)(Cl)=O.CC(C)([O-])C.[K+].[F:23][C:24]1[CH:31]=[CH:30][C:27]([CH:28]=O)=[CH:26][CH:25]=1>C1COCC1>[N:3]1[CH:6]=[CH:11][C:10]([C:9]#[C:28][C:27]2[CH:30]=[CH:31][C:24]([F:23])=[CH:25][CH:26]=2)=[CH:5][CH:4]=1 |f:2.3|. Procedure details: 4-pyridyl-hydroxymethyldiphenylphosphonate (6) (15.3 g, 46 mmol), diethylaniline (4 mL), and phosphorous oxychloride (50 mL) were warmed to 90° C. for 16 h. The reaction was quenched by pouring the reaction mixture over ice (400 g). Potassium carbonate was added until a pH of 8 was obtained for the solution followed by extraction with methylene chloride (3×200 mL). After drying (MgSO4), the reaction was concentrated to afford crude 4-pyridyl-chloromethyldiphenylphosphonate (7) as a solid which w... Procedure: 2-(2,4-difluoro-phenyl)-7-methoxy-1H-benzoimidazole-4-carboxylic acid methyl ester (2.24 g, 7.04 mmol) obtained in step 2 was dissolved in toluene, aluminum chloride (3.75 g, 28.12 mmol) was added thereto and refluxed for 8 hours. The resulting solution was cooled to room temperature, the reaction was stopped by adding 3 N HCl thereto and stirred for 30 min. The precipitate formed was filtered, washed with benzene and dried to obtain the title compound (1.70 g, 5.86 mmol) in a yield of 83%. Yields the product FC1=C(C=CC(=C1)F)C1=NC2=C(N1)C(=CC=C2C(=O)O)O (2-(2,4-difluoro-phenyl)-7-hydroxy-1H-benzoimidazole-4-carboxylic acid). Conditions: time 30 minute. Starting materials: [Cl-].[Al+3].[Cl-].[Cl-] (aluminum chloride), COC(=O)C1=CC=C(C=2NC(=NC21)C2=C(C=C(C=C2)F)F)OC (2-(2,4-difluoro-phenyl)-7-methoxy-1H-benzoimidazole-4-carboxylic acid methyl ester), Cl (HCl). RXN SMILES: C[O:2][C:3]([C:5]1[C:13]2[N:12]=[C:11]([C:14]3[CH:19]=[CH:18][C:17]([F:20])=[CH:16][C:15]=3[F:21])[NH:10][C:9]=2[C:8]([O:22]C)=[CH:7][CH:6]=1)=[O:4].[Cl-].[Al+3].[Cl-].[Cl-].Cl>C1(C)C=CC=CC=1>[F:21][C:15]1[CH:16]=[C:17]([F:20])[CH:18]=[CH:19][C:14]=1[C:11]1[NH:10][C:9]2[C:8]([OH:22])=[CH:7][CH:6]=[C:5]([C:3]([OH:4])=[O:2])[C:13]=2[N:12]=1 |f:1.2.3.4|. The solvent is C1(=CC=CC=C1)C (toluene). Yield: 83.2%.